This data is from the Open Reaction Database (ORD), a public repository of structured organic reaction records. The task is: describe an organic reaction: reactants, conditions, products, and yield The reactants are Cl.N1C(=CC=C1)CN ((1H-pyrrol-2-yl)methylamine hydrochloride), C(C)(C)(C)C1=CC=C(CN=C=S)C=C1 (4-t-butylbenzylisothiocyanate). Run in ClCCl (dichloromethane). Reaction conditions: time 1 hour. Product: C(C)(C)(C)C1=CC=C(CNC(=S)NCC=2NC=CC2)C=C1 (1-(4-t-butylbenzyl)-3-(1H-pyrrol-2-ylmethyl)thiourea). Isolated yield 88.0%. As a reaction SMILES: Cl.[NH:2]1[CH:6]=[CH:5][CH:4]=[C:3]1[CH2:7][NH2:8].[C:9]([C:13]1[CH:22]=[CH:21][C:16]([CH2:17][N:18]=[C:19]=[S:20])=[CH:15][CH:14]=1)([CH3:12])([CH3:11])[CH3:10]>ClCCl>[C:9]([C:13]1[CH:22]=[CH:21][C:16]([CH2:17][NH:18][C:19]([NH:8][CH2:7][C:3]2[NH:2][CH:6]=[CH:5][CH:4]=2)=[S:20])=[CH:15][CH:14]=1)([CH3:12])([CH3:10])[CH3:11] |f:0.1|. Procedure: (1H-pyrrol-2-yl)methylamine hydrochloride (60 mg) prepared according to the same procedure as described in Step 2 was dissolved in dichloromethane (2 ml) and to the solution was added 4-t-butylbenzylisothiocyanate (155 mg), followed by stirring at room temperature for 1 hour. The resulting mixture was concentrated under reduced pressure and the obtained residue was column-chromatographed (ethyl acetate/hexane=1/3) to yield the compound 17-1 (120 mg, 65%). Reactants: N(=NC(=O)OCC)C(=O)OCC (diethyl azodicarboxylate), O1C(CC2=C1C=CC=C2)CO ((2,3-dihydro-benzofuran-2-yl)-methanol), C1(C=2C(C(N1)=O)=CC=CC2)=O (phthalimide), C1(=CC=CC=C1)P(C1=CC=CC=C1)C1=CC=CC=C1 (triphenylphosphine). Run in C1CCOC1 (THF). Run at time 20 hour. Product: O1C(CC2=C1C=CC=C2)CN2C(C1=CC=CC=C1C2=O)=O (2-(2,3-dihydro-benzofuran-2-ylmethyl)-isoindole-1,3-dione). The yield is 116.5%. Reaction SMILES: [O:1]1[C:5]2[CH:6]=[CH:7][CH:8]=[CH:9][C:4]=2[CH2:3][CH:2]1[CH2:10]O.[C:12]1(=[O:22])[NH:16][C:15](=[O:17])[C:14]2=[CH:18][CH:19]=[CH:20][CH:21]=[C:13]12.C1(P(C2C=CC=CC=2)C2C=CC=CC=2)C=CC=CC=1.N(C(OCC)=O)=NC(OCC)=O>C1COCC1>[O:1]1[C:5]2[CH:6]=[CH:7][CH:8]=[CH:9][C:4]=2[CH2:3][CH:2]1[CH2:10][N:16]1[C:12](=[O:22])[C:13]2[C:14](=[CH:18][CH:19]=[CH:20][CH:21]=2)[C:15]1=[O:17]. Reported procedure: To a mixture of (2,3-dihydro-benzofuran-2-yl)-methanol (1.65 g, 11 mmol), phthalimide (3.24 g, 22 mmol), and triphenylphosphine (5.77 g, 22 mmol) in THF (40 mL) is added diethyl azodicarboxylate (3.46 mL, 22 mmol) at −10° C., and the mixture is allowed to warm to room temperature. After 20 h at rt, the mixture is concentrated in vacuo, and the residue is chromatographed on SiO2 (40% EtOAc in heptane) to afford 2-(2,3-dihydro-benzofuran-2-ylmethyl)-isoindole-1,3-dione (3.58 g). LCMS: RT=2.64 minu... Reactants: C(C(C)C)C1=CC=C(C(=O)O)C=C1 (4-isobutylbenzoic acid), [H][H] (hydrogen). The reagents and catalysts are [Pt](=O)=O (platinum(IV) oxide). Solvent: C(C)(=O)O (acetic acid). Run at time 72 hour. Product: C(C(C)C)[C@@H]1CC[C@H](CC1)C(=O)O (trans-4-Isobutyl-cyclohexanecarboxylic acid). RXN SMILES: [CH2:1]([C:5]1[CH:13]=[CH:12][C:8]([C:9]([OH:11])=[O:10])=[CH:7][CH:6]=1)[CH:2]([CH3:4])[CH3:3].[H][H]>C(O)(=O)C.[Pt](=O)=O>[CH2:1]([C@H:5]1[CH2:13][CH2:12][C@H:8]([C:9]([OH:11])=[O:10])[CH2:7][CH2:6]1)[CH:2]([CH3:4])[CH3:3]. Reported procedure: A solution of 4-isobutylbenzoic acid (1.0 g, 5.6 mmol) in acetic acid (56 ml) was purged with argon. After addition of platinum(IV) oxide (0.38 g, 1.7 mmol) the reaction flask was filled with hydrogen gas. The reaction mixture was stirred under an atmosphere of hydrogen gas for 72 h at RT. The flask was purged with argon, and the catalyst was removed by filtration over Decalite. The filtrate was concentrated to dryness to give the title compound as a (7:3) cis/trans mixture. MS m/e: 183 ([M−H]−) As a reaction SMILES: [CH3:22][c:23]1[c:24]2[c:25]([OH:26])[c:27]([C:28]([CH3:29])([CH3:30])[CH3:31])[cH:32][cH:33][c:34]2[o:35][cH:36]1.[CH3:37][c:38]1[c:39]([C:61]([OH:62])=[O:63])[o:40][c:41]2[c:42]1[c:43]([OH:60])[c:44]([C:56]([CH3:57])([CH3:58])[CH3:59])[cH:45][c:46]2[C:47]([c:48]1[cH:49][cH:50][c:51]([Cl:54])[cH:52][cH:53]1)=[O:55].[CH3:76][CH2:77][O:78][C:79](=[O:80])[CH3:81].[Cl:1][c:2]1[cH:3][cH:4][c:5]([C:6]([c:7]2[c:8]3[o:9][c:10]([C:11]([OH:12])=[O:13])[cH:14][c:15]3[cH:16][cH:17][cH:18]2)=[O:19])[cH:20][cH:21]1.[ClH:74].[Cu:75].[cH:64]1[cH:65][c:66]2[c:67]([n:68][cH:69][cH:70][cH:71]2)[cH:72][cH:73]1>>[CH3:37][c:38]1[cH:39][o:40][c:41]2[c:42]1[c:43]([OH:60])[c:44]([C:56]([CH3:57])([CH3:58])[CH3:59])[cH:45][c:46]2[C:47]([c:48]1[cH:49][cH:50][c:51]([Cl:54])[cH:52][cH:53]1)=[O:55]. Reactants: Cc1coc2ccc(C(C)(C)C)c(O)c12, Cc1c(C(=O)O)oc2c(C(=O)c3ccc(Cl)cc3)cc(C(C)(C)C)c(O)c12, CCOC(C)=O, O=C(O)c1cc2cccc(C(=O)c3ccc(Cl)cc3)c2o1, Cl, [Cu], c1ccc2ncccc2c1. The product is Cc1coc2c(C(=O)c3ccc(Cl)cc3)cc(C(C)(C)C)c(O)c12. The reactants are CCCCCCCCC=CCCCCCCCC(=O)Cl, O=C(OCC=CCO)c1ccccc1. Yields the product CCCCCCCCC=CCCCCCCCC(=O)OCC=CCOC(=O)c1ccccc1. Reaction SMILES: [C:15]([CH2:16][CH2:17][CH2:18][CH2:19][CH2:20][CH2:21][CH2:22][CH:23]=[CH:24][CH2:25][CH2:26][CH2:27][CH2:28][CH2:29][CH2:30][CH2:31][CH3:32])(=[O:33])[Cl:34].[C:1]([c:2]1[cH:3][cH:4][cH:5][cH:6][cH:7]1)(=[O:8])[O:9][CH2:10][CH:11]=[CH:12][CH2:13][OH:14]>>[C:1]([c:2]1[cH:3][cH:4][cH:5][cH:6][cH:7]1)(=[O:8])[O:9][CH2:10][CH:11]=[CH:12][CH2:13][O:14][C:15]([CH2:16][CH2:17][CH2:18][CH2:19][CH2:20][CH2:21][CH2:22][CH:23]=[CH:24][CH2:25][CH2:26][CH2:27][CH2:28][CH2:29][CH2:30][CH2:31][CH3:32])=[O:33]. The reactants are COC(C1=CC(=C(C(=C1)F)OCCOC(C)=O)Br)=O (4-(2-Acetoxy-ethoxy)-3-bromo-5-fluoro-benzoic acid methyl ester), FC(C=1C=C(C=CC1)B(O)O)(F)F (3-trifluoromethyl-phenylboronic acid), ester. Product: FC=1C=C(C=C(C1OCCO)C1=CC(=CC=C1)C(F)(F)F)C(=O)O (5-fluoro-6-(2-hydroxy-ethoxy)-3′-trifluoromethyl-biphenyl-3-carboxylic acid). Reaction SMILES: C[O:2][C:3](=[O:19])[C:4]1[CH:9]=[C:8]([F:10])[C:7]([O:11][CH2:12][CH2:13][O:14]C(=O)C)=[C:6](Br)[CH:5]=1.[F:20][C:21]([F:32])([F:31])[C:22]1[CH:23]=[C:24](B(O)O)[CH:25]=[CH:26][CH:27]=1>>[F:10][C:8]1[CH:9]=[C:4]([C:3]([OH:2])=[O:19])[CH:5]=[C:6]([C:26]2[CH:25]=[CH:24][CH:23]=[C:22]([C:21]([F:32])([F:31])[F:20])[CH:27]=2)[C:7]=1[O:11][CH2:12][CH2:13][OH:14]. Reported procedure: The compound of step 1 was coupled to 3-trifluoromethyl-phenylboronic acid in analogy to step 3 of example 92, and the obtained ester intermediate was hydrolyzed in analogy to step 4 of example 1 to yield 5-fluoro-6-(2-hydroxy-ethoxy)-3′-trifluoromethyl-biphenyl-3-carboxylic acid. This intermediate was coupled to the compound of step 1 of example 355 in analogy to step 1 of example 3, and the obtained ester intermediate hydrolyzed in analogy to step 4 of example 1 to yield the title compound.